From a dataset of the Open Reaction Database (ORD), a public repository of structured organic reaction records. describe an organic reaction: reactants, conditions, products, and yield Procedure details: 3-Isopropoxybenzaldehyde was prepared from 3-hydroxybenzaldehyde and isopropyl iodide analogous to the procedure described in Example 361. By using the procedure of Example 151 this aldehyde was transformed to 2-(3-isopropoxyphenyl)ethylamine, which was reacted with the product of Example 103, following the procedure of Example 105 to give the titled product. As a reaction SMILES: [OH:1][C:2]1[CH:3]=[C:4]([CH:7]=[CH:8][CH:9]=1)[CH:5]=[O:6].[CH:10](I)([CH3:12])[CH3:11].C(OC1C=C(CCN)C=CC=1)(C)C>>[CH:10]([O:1][C:2]1[CH:3]=[C:4]([CH:7]=[CH:8][CH:9]=1)[CH:5]=[O:6])([CH3:12])[CH3:11]. The product is C(C)(C)OC=1C=C(C=O)C=CC1 (3-Isopropoxybenzaldehyde), titled product. The reactants are aldehyde, OC=1C=C(C=O)C=CC1 (3-hydroxybenzaldehyde), C(C)(C)I (isopropyl iodide), C(C)(C)OC=1C=C(C=CC1)CCN (2-(3-isopropoxyphenyl)ethylamine), product. Reactants: CCOC(=O)C1(c2cc(Cl)c(OCC(F)(F)F)c(Br)c2)CCC1, Cc1ccc(B(O)O)cc1, COCCOC, [Cs+], [F-], [Pd], c1ccc(P(c2ccccc2)c2ccccc2)cc1, c1ccc(P(c2ccccc2)c2ccccc2)cc1, c1ccc(P(c2ccccc2)c2ccccc2)cc1, c1ccc(P(c2ccccc2)c2ccccc2)cc1. The product is CCOC(=O)C1(c2cc(Cl)c(OCC(F)(F)F)c(-c3ccc(C)cc3)c2)CCC1. RXN SMILES: [Br:1][c:2]1[cH:3][c:4]([C:15]2([C:19](=[O:20])[O:21][CH2:22][CH3:23])[CH2:16][CH2:17][CH2:18]2)[cH:5][c:6]([Cl:14])[c:7]1[O:8][CH2:9][C:10]([F:11])([F:12])[F:13].[CH3:24][c:25]1[cH:26][cH:27][c:28]([B:31]([OH:32])[OH:33])[cH:29][cH:30]1.[CH3:36][O:37][CH2:38][CH2:39][O:40][CH3:41].[Cs+:35].[F-:34].[Pd:118].[c:42]1([P:43]([c:44]2[cH:45][cH:46][cH:47][cH:48][cH:49]2)[c:50]2[cH:51][cH:52][cH:53][cH:54][cH:55]2)[cH:56][cH:57][cH:58][cH:59][cH:60]1.[c:61]1([P:62]([c:63]2[cH:64][cH:65][cH:66][cH:67][cH:68]2)[c:69]2[cH:70][cH:71][cH:72][cH:73][cH:74]2)[cH:75][cH:76][cH:77][cH:78][cH:79]1.[c:80]1([P:81]([c:82]2[cH:83][cH:84][cH:85][cH:86][cH:87]2)[c:88]2[cH:89][cH:90][cH:91][cH:92][cH:93]2)[cH:94][cH:95][cH:96][cH:97][cH:98]1.[c:99]1([P:100]([c:101]2[cH:102][cH:103][cH:104][cH:105][cH:106]2)[c:107]2[cH:108][cH:109][cH:110][cH:111][cH:112]2)[cH:113][cH:114][cH:115][cH:116][cH:117]1>>[c:2]1(-[c:28]2[cH:27][cH:26][c:25]([CH3:24])[cH:30][cH:29]2)[cH:3][c:4]([C:15]2([C:19](=[O:20])[O:21][CH2:22][CH3:23])[CH2:16][CH2:17][CH2:18]2)[cH:5][c:6]([Cl:14])[c:7]1[O:8][CH2:9][C:10]([F:11])([F:12])[F:13]. Reactants: C(C1=CC=CC=C1)N1CC2CC=3C=C(C=CC3C(C1)C2)OC (11-Benzyl-5-methoxy-11-aza-tricyclo[7.3.1.02,7]trideca-2(7),3,5-triene), BrBr (bromine). Run in C(Cl)Cl (CH2Cl2), C(Cl)Cl (CH2Cl2), CC(=O)O (AcOH), CC(=O)O (AcOH). Yields the product C(C1=CC=CC=C1)N1CC2CC=3C(=C(C=CC3C(C1)C2)OC)Br (11-BENZYL-6-BROMO-5-METHOXY-11-AZA-TRICYCLO[7.3.1.02,7]TRIDECA-2(7),3,5-TRIENE). Isolated yield 27.7%. RXN SMILES: [CH2:1]([N:8]1[CH2:19][CH:18]2[CH2:20][CH:10]([CH2:11][C:12]3[CH:13]=[C:14]([O:21][CH3:22])[CH:15]=[CH:16][C:17]=32)[CH2:9]1)[C:2]1[CH:7]=[CH:6][CH:5]=[CH:4][CH:3]=1.[Br:23]Br>C(Cl)Cl.CC(O)=O>[CH2:1]([N:8]1[CH2:19][CH:18]2[CH2:20][CH:10]([CH2:11][C:12]3[C:13]([Br:23])=[C:14]([O:21][CH3:22])[CH:15]=[CH:16][C:17]=32)[CH2:9]1)[C:2]1[CH:3]=[CH:4][CH:5]=[CH:6][CH:7]=1. Procedure details: 11-Benzyl-5-methoxy-11-aza-tricyclo[7.3.1.02,7]trideca-2(7),3,5-triene (3.00 g, 10.2 mmol) was stirred at 0° C. in CH2Cl2 (10 mL) and AcOH (5 mL) and treated with bromine (3.21 g, 20 mmol) in CH2Cl2 (10 mL) and AcOH (5 mL). After 18 hours the reaction was quenched with 20% aq. NaHSO3 soln. (100 mL). The product was extracted with CH2Cl2 (3×40 mL) and washed with sat. aq. NaHCO3 soln. (3×50 mL). The combined organic layer was dried through a cotton plug, concentrated and chromatographed on Silica...